This data is from the Open Reaction Database (ORD), a public repository of structured organic reaction records. The task is: describe an organic reaction: reactants, conditions, products, and yield Reactants: BrCCCCC(=O)O (5-bromopentanoic acid), [N-]=[N+]=[N-].[Na+] (NaN3). The product is N(=[N+]=[N-])CCCCC(=O)O (5-Azidopentanoic acid). As a reaction SMILES: Br[CH2:2][CH2:3][CH2:4][CH2:5][C:6]([OH:8])=[O:7].[N-:9]=[N+:10]=[N-:11].[Na+]>>[N:9]([CH2:2][CH2:3][CH2:4][CH2:5][C:6]([OH:8])=[O:7])=[N+:10]=[N-:11] |f:1.2|. Procedure: Reaction of 5-bromopentanoic acid and NaN3, as described for the synthesis of 6, gave 5-azidobutanoic acid 8. Saponification was not necessary. Used without further purification. Reactants: COC(C1=C(C=CC(=C1)O)O)=O (2,5-dihydroxybenzoic acid methyl ester), C1(=CC=C(C=C1)OCCCCCCBr)C1=CC=CC=C1 (6-([1,1'-biphenyl]-4-yloxy)hexyl bromide), C([O-])([O-])=O.[K+].[K+] (potassium carbonate). The solvent is CC(=O)C (acetone), CN(C)C=O (DMF). Product: COC(C1=C(C=CC(=C1)OCCCCCCOC1=CC=C(C=C1)C1=CC=CC=C1)O)=O (5-[[6-([1,1'-biphenyl]4-yloxy)hexyl]oxy]-2-hydroxybenzoic acid methyl ester). Yield: 55.5%. Reaction SMILES: [CH3:1][O:2][C:3](=[O:12])[C:4]1[CH:9]=[C:8]([OH:10])[CH:7]=[CH:6][C:5]=1[OH:11].[C:13]1([C:27]2[CH:32]=[CH:31][CH:30]=[CH:29][CH:28]=2)[CH:18]=[CH:17][C:16]([O:19][CH2:20][CH2:21][CH2:22][CH2:23][CH2:24][CH2:25]Br)=[CH:15][CH:14]=1.C(=O)([O-])[O-].[K+].[K+]>CC(C)=O.CN(C=O)C>[CH3:1][O:2][C:3](=[O:12])[C:4]1[CH:9]=[C:8]([O:10][CH2:25][CH2:24][CH2:23][CH2:22][CH2:21][CH2:20][O:19][C:16]2[CH:15]=[CH:14][C:13]([C:27]3[CH:28]=[CH:29][CH:30]=[CH:31][CH:32]=3)=[CH:18][CH:17]=2)[CH:7]=[CH:6][C:5]=1[OH:11] |f:2.3.4|. Reported procedure: A mixture of 1.0 g (6 mmol) of 2,5-dihydroxybenzoic acid methyl ester, 2.0 g (6 mmol) of 6-([1,1'-biphenyl]-4-yloxy)hexyl bromide and 1.24 g (9 mmol) of potassium carbonate in 50 ml of acetone and 5 ml of DMF was stirred at reflux for 27 hours. The solvents were removed at reduced pressure, water was added to the residue and the product was extracted with ethyl acetate. The dried extract was concentrated to a solid which was purified by chromatography on 40 g of silica gel using 50% toluene-hexa... Starting materials: C[C@H]1/C=C/C=C(\C(=O)NC2=C(C(=O)C3=C4C(=C(C(=C3C2=O)O)C)O[C@@](C4=O)(O/C=C/[C@@H]([C@H]([C@H]([C@@H]([C@@H]([C@@H]([C@H]1O)C)O)C)OC(=O)C)C)OC)C)Br)/C (3-bromorifamycin S), Na2HPO4, OP(=O)(O)[O-].[K+] (KH2PO4), O (water). Reagents/catalysts: [Fe-3](C#N)(C#N)(C#N)(C#N)(C#N)C#N.[K+].[K+].[K+] (potassium ferricyanide). Solvent: CO (methanol), P(=O)([O-])([O-])[O-] (phosphate). Product: C[C@H]1/C=C\C=C(/C(=O)NC2=C(C3=C(C(=C4C(=C3C(=O)C2=O)C(=O)[C@](O4)(O/C=C\[C@@H]([C@H]([C@H]([C@@H]([C@@H]([C@@H]([C@H]1O)C)O)C)OC(=O)C)C)OC)C)C)O)O)\C (3-hydroxyrifamycin S). As a reaction SMILES: [CH3:1][C@@H:2]1[C@H:37]([OH:38])[C@@H:36]([CH3:39])[C@@H:35]([OH:40])[C@@H:34]([CH3:41])[C@H:33]([O:42][C:43]([CH3:45])=[O:44])[C@H:32]([CH3:46])[C@@H:31]([O:47][CH3:48])[CH:30]=[CH:29][O:28][C@:25]2([CH3:49])[C:26](=[O:27])[C:15]3[C:16]([O:24]2)=[C:17]([CH3:23])[C:18]([OH:22])=[C:19]2[C:20](=[O:21])[C:10](=[C:11](Br)[C:12]([C:14]=32)=[O:13])[NH:9][C:7](=[O:8])[C:6]([CH3:51])=[CH:5][CH:4]=[CH:3]1.[OH:52]P([O-])(O)=O.[K+].O>CO.P([O-])([O-])([O-])=O.[Fe-3](C#N)(C#N)(C#N)(C#N)(C#N)C#N.[K+].[K+].[K+]>[CH3:1][C@@H:2]1[C@H:37]([OH:38])[C@@H:36]([CH3:39])[C@@H:35]([OH:40])[C@@H:34]([CH3:41])[C@H:33]([O:42][C:43]([CH3:45])=[O:44])[C@H:32]([CH3:46])[C@@H:31]([O:47][CH3:48])[CH:30]=[CH:29][O:28][C@@:25]2([CH3:49])[O:24][C:16]3[C:15]([C:26]2=[O:27])=[C:14]2[C:12]([C:11](=[O:52])[C:10](=[C:20]([OH:21])[C:19]2=[C:18]([OH:22])[C:17]=3[CH3:23])[NH:9][C:7](=[O:8])[C:6]([CH3:51])=[CH:5][CH:4]=[CH:3]1)=[O:13] |f:1.2,6.7.8.9|. Procedure: A solution of 3.0 g of 3-bromorifamycin S in 50 ml of methanol and 70 ml of phosphate buffer of pH 8.0 (0.065 mole of Na2HPO4 and 0.004 mole of KH2PO4 per liter of water) is refluxed for 4 hours. The colour of the reaction solution changes during this time from blue-violet to yellow-brown. The reaction solution is then oxidised with excess potassium ferricyanide and, after acidification to pH ~3, is extracted with chloroform. After drying and concentration by evaporation of the chloroform extrac... Reactants: OC1=CC=CC=2NN=NC21 (Hydroxybenzotriazole), C(C)(C)N(CC)C(C)C (diisopropylethylamine), Cl.CN(CCCN=C=NCC)C (1-(3-dimethylaminopropyl)-3-ethylcarbodiimide hydrochloride), N[C@H]1CN(C2=C(N(C1=O)C1CC1)C=CC=C2)C ((S)-3-amino-1-cyclopropyl-5-methyl-1,3,4,5-tetrahydro-benzo[b][1,4]diazepin-2-one), C([C@@H](O)C)(=O)O (L-(+)-lactic acid). The solvent is C1CCOC1 (THF). Run at time 8 hour. Yields the product C1(CC1)CN1C2=C(N(C[C@@H](C1=O)NC([C@H](C)O)=O)C)C=CC=C2 ((S)—N—((S)-1-Cyclopropylmethyl-5-methyl-2-oxo-2,3,4,5-tetrahydro-1H-benzo[b][1,4]diazepin-3-yl)-2-hydroxy-propionamide). As a reaction SMILES: O[C:2]1C2N=NNC=2C=CC=1.C(N(C(C)C)CC)(C)C.Cl.CN(C)CCCN=C=NCC.[NH2:32][C@@H:33]1[C:39](=[O:40])[N:38]([CH:41]2[CH2:43][CH2:42]2)[C:37]2[CH:44]=[CH:45][CH:46]=[CH:47][C:36]=2[N:35]([CH3:48])[CH2:34]1.[C:49]([OH:54])(=O)[C@H:50]([CH3:52])[OH:51]>C1COCC1>[CH:43]1([CH2:41][N:38]2[C:39](=[O:40])[C@@H:33]([NH:32][C:49](=[O:54])[C@@H:50]([OH:51])[CH3:52])[CH2:34][N:35]([CH3:48])[C:36]3[CH:47]=[CH:46][CH:45]=[CH:44][C:37]2=3)[CH2:42][CH2:2]1 |f:2.3|. Procedure: Hydroxybenzotriazole (121 mg, 1 mmol), diisopropylethylamine (23 2 mg, 2 mmol) and 1-(3-dimethylaminopropyl)-3-ethylcarbodiimide hydrochloride (172 mg, 1 mmol) were added to a cooled (0° C.) solution of (S)-3-amino-1-cyclopropyl-5-methyl-1,3,4,5-tetrahydro-benzo[b][1,4]diazepin-2-one (220 mg, 1 mmol) and L-(+)-lactic acid (81 mg, 1 mmol) in THF (2 ml) and stirred overnight at r.t. The solvent was evaporated, the residue was taken up in dichloromethane and washed with water. The organic phase was...